From a dataset of the Open Reaction Database (ORD), a public repository of structured organic reaction records. describe an organic reaction: reactants, conditions, products, and yield Starting materials: C(C1=CC=CC=C1)N1N=C(N=N1)C=1C(=NC(=NC1)NC1=CC=C(C=C1)S(=O)(=NC(=O)OCC)C)NC1CCCCC1 ((RS)—S-(4-{[5-(2-benzyl-2H-tetrazol-5-yl)-4-(cyclohexyl-amino)pyrimidine-2-yl]amino}phenyl)-N-(ethoxycarbonyl)-S-methylsulfoximide), C(C)[O-].[Na+] (sodium ethanolate), [Na+].[Cl-] (NaCl), C(C)[O-].[Na+] (sodium ethanolate). The solvent is C(C)O (ethanol). Run at temperature 60 celsius, time 22 hour. Yields the product C(C1=CC=CC=C1)N1N=C(N=N1)C=1C(=NC(=NC1)NC1=CC=C(C=C1)S(=O)(=N)C)NC1CCCCC1 ((RS)—S-(4-{[5-(2-benzyl-2H-tetrazol-5-yl)-4-(cyclohexylamino)pyrimidine-2-yl]-amino}phenyl)-S-methylsulfoximide). RXN SMILES: [CH2:1]([N:8]1[N:12]=[N:11][C:10]([C:13]2[C:14]([NH:35][CH:36]3[CH2:41][CH2:40][CH2:39][CH2:38][CH2:37]3)=[N:15][C:16]([NH:19][C:20]3[CH:25]=[CH:24][C:23]([S:26]([CH3:34])(=[N:28]C(OCC)=O)=[O:27])=[CH:22][CH:21]=3)=[N:17][CH:18]=2)=[N:9]1)[C:2]1[CH:7]=[CH:6][CH:5]=[CH:4][CH:3]=1.C([O-])C.[Na+].[Na+].[Cl-]>C(O)C>[CH2:1]([N:8]1[N:12]=[N:11][C:10]([C:13]2[C:14]([NH:35][CH:36]3[CH2:41][CH2:40][CH2:39][CH2:38][CH2:37]3)=[N:15][C:16]([NH:19][C:20]3[CH:25]=[CH:24][C:23]([S:26]([CH3:34])(=[NH:28])=[O:27])=[CH:22][CH:21]=3)=[N:17][CH:18]=2)=[N:9]1)[C:2]1[CH:3]=[CH:4][CH:5]=[CH:6][CH:7]=1 |f:1.2,3.4|. Reported procedure: 28 mg (0.048 mmol) (RS)—S-(4-{[5-(2-benzyl-2H-tetrazol-5-yl)-4-(cyclohexyl-amino)pyrimidine-2-yl]amino}phenyl)-N-(ethoxycarbonyl)-S-methylsulfoximide in 0.4 ml ethanol are treated with 78 μL (0.119 mmol) of a freshly prepared 1.53 molar sodium ethanolate solution and stirred for 22 hours at 60° C. Next, a further 0.15 ml (0.229 mmol) of the 1.53 molar sodium ethanolate solution is added, and the mixture stirred for a further 22 hours at 60° C. The mixture is treated with saturated NaCl solution ... Starting materials: OC1=C(C=CC(=C1)C)NC(=S)N (1-(2-hydroxy-4-methylphenyl)-2-thiourea), BrCC(C(=O)OCC)=O (ethyl bromopyruvate). The solvent is C(C)O (ethanol). Yields the product Br.OC1=C(C=CC(=C1)C)NC=1SC=C(N1)C(=O)OCC (2-(2-hydroxy-4-methylphenyl)amino-4-carbethoxythiazole hydrobromide). Isolated yield 65.0%. RXN SMILES: [OH:1][C:2]1[CH:7]=[C:6]([CH3:8])[CH:5]=[CH:4][C:3]=1[NH:9][C:10]([NH2:12])=[S:11].[Br:13][CH2:14][C:15](=O)[C:16]([O:18][CH2:19][CH3:20])=[O:17]>C(O)C>[BrH:13].[OH:1][C:2]1[CH:7]=[C:6]([CH3:8])[CH:5]=[CH:4][C:3]=1[NH:9][C:10]1[S:11][CH:14]=[C:15]([C:16]([O:18][CH2:19][CH3:20])=[O:17])[N:12]=1 |f:3.4|. Reported procedure: 0.065 mole of 1-(2-hydroxy-4-methylphenyl)-2-thiourea and 0.077 mole of ethyl bromopyruvate in 100 ml of 95° strength ethanol are brought to reflux for 3 hours. After evaporation of the solvent, crystallization of the residual oil is induced in diethyl ether. The product is then recrystallized in an ethanol/ether mixture. (M.p. 158°-60° C.) yield: 65%. Starting materials: CC(C)C[Al+]CC(C)C, ClCCl, CCOC(=O)C(=C(c1ccc(F)cc1)c1ccc(F)cc1)c1nnn(C(C)(C)C)n1, [H-]. The product is CC(C)(C)n1nnc(C(CO)=C(c2ccc(F)cc2)c2ccc(F)cc2)n1. Reaction SMILES: [CH2:32]([Al+:33][CH2:34][CH:35]([CH3:36])[CH3:37])[CH:38]([CH3:39])[CH3:40].[CH2:41]([Cl:42])[Cl:43].[F:1][c:2]1[cH:3][cH:4][c:5]([C:8](=[C:9]([C:10](=[O:11])[O:12][CH2:13][CH3:14])[c:15]2[n:16][n:17][n:18]([C:20]([CH3:21])([CH3:22])[CH3:23])[n:19]2)[c:24]2[cH:25][cH:26][c:27]([F:30])[cH:28][cH:29]2)[cH:6][cH:7]1.[H-:31]>>[F:1][c:2]1[cH:3][cH:4][c:5]([C:8](=[C:9]([CH2:10][OH:11])[c:15]2[n:16][n:17][n:18]([C:20]([CH3:21])([CH3:22])[CH3:23])[n:19]2)[c:24]2[cH:25][cH:26][c:27]([F:30])[cH:28][cH:29]2)[cH:6][cH:7]1. RXN SMILES: [C:51](=[O:52])([OH:53])[O-:54].[CH3:1][S:2](=[O:3])(=[O:4])[OH:5].[CH3:56][CH2:57][O:58][C:59](=[O:60])[CH3:61].[CH3:62][C:63]#[N:64].[CH:6]([c:7]1[cH:8][cH:9][cH:10][cH:11][cH:12]1)([c:13]1[cH:14][cH:15][cH:16][cH:17][cH:18]1)[O:19][C:20](=[O:21])[C:22]1=[C:29]([c:30]2[cH:31][n:32][c:33]([CH2:35][c:36]3[cH:37][n:38][cH:39][cH:40][cH:41]3)[s:34]2)[CH2:28][S:27][CH:26]2[N:23]1[C:24](=[O:50])[CH:25]2[NH:42][C:43]([O:44][C:45]([CH3:46])([CH3:47])[CH3:48])=[O:49].[Na+:55]>>[CH:6]([c:7]1[cH:8][cH:9][cH:10][cH:11][cH:12]1)([c:13]1[cH:14][cH:15][cH:16][cH:17][cH:18]1)[O:19][C:20](=[O:21])[C:22]1=[C:29]([c:30]2[cH:31][n:32][c:33]([CH2:35][c:36]3[cH:37][n:38][cH:39][cH:40][cH:41]3)[s:34]2)[CH2:28][S:27][CH:26]2[N:23]1[C:24](=[O:50])[CH:25]2[NH2:42]. Starting materials: O=C([O-])O, CS(=O)(=O)O, CCOC(C)=O, CC#N, CC(C)(C)OC(=O)NC1C(=O)N2C(C(=O)OC(c3ccccc3)c3ccccc3)=C(c3cnc(Cc4cccnc4)s3)CSC12, [Na+]. Yields the product NC1C(=O)N2C(C(=O)OC(c3ccccc3)c3ccccc3)=C(c3cnc(Cc4cccnc4)s3)CSC12. Reactants: C(C)(C)(C)OC(CC(C(CCCCC1=CC=CC=C1)=O)NC([C@@H](NC([C@@H](NC([C@@H](NC(C)=O)CC1=CC=C(C=C1)O)=O)C(C)C)=O)C)=O)=O (N-(N-AcetylTyrosinyl-Valinyl-Alaninyl)-3-amino-4-oxo-8-phenyl octanoic acid t-butyl ester), CC(=O)C.CCCCCC (acetone hexane). Solvent: C(Cl)Cl.C(=O)(C(F)(F)F)O (CH2Cl2 TFA). Conditions: time 30 minute. The product is C(C)(=O)N[C@@H](CC1=CC=C(C=C1)O)C(=O)N[C@@H](C(C)C)C(=O)N[C@@H](C)C(=O)NC(CC(=O)O)C(CCCCC1=CC=CC=C1)=O (N-(N-AcetylTyrosinyl-Valinyl-Alaninyl)-3-amino-4-oxo-8-phenyl octanoic acid). The yield is 87.2%. As a reaction SMILES: C([O:5][C:6](=[O:49])[CH2:7][CH:8]([NH:21][C:22](=[O:48])[C@H:23]([CH3:47])[NH:24][C:25](=[O:46])[C@H:26]([CH:43]([CH3:45])[CH3:44])[NH:27][C:28](=[O:42])[C@H:29]([CH2:34][C:35]1[CH:40]=[CH:39][C:38]([OH:41])=[CH:37][CH:36]=1)[NH:30][C:31](=[O:33])[CH3:32])[C:9](=[O:20])[CH2:10][CH2:11][CH2:12][CH2:13][C:14]1[CH:19]=[CH:18][CH:17]=[CH:16][CH:15]=1)(C)(C)C.CC(C)=O.CCCCCC>C(Cl)Cl.C(O)(C(F)(F)F)=O>[C:31]([NH:30][C@H:29]([C:28]([NH:27][C@H:26]([C:25]([NH:24][C@H:23]([C:22]([NH:21][CH:8]([C:9](=[O:20])[CH2:10][CH2:11][CH2:12][CH2:13][C:14]1[CH:15]=[CH:16][CH:17]=[CH:18][CH:19]=1)[CH2:7][C:6]([OH:49])=[O:5])=[O:48])[CH3:47])=[O:46])[CH:43]([CH3:45])[CH3:44])=[O:42])[CH2:34][C:35]1[CH:40]=[CH:39][C:38]([OH:41])=[CH:37][CH:36]=1)(=[O:33])[CH3:32] |f:1.2,3.4|. Reported procedure: N-(N-AcetylTyrosinyl-Valinyl-Alaninyl)-3-amino-4-oxo-8-phenyl octanoic acid t-butyl ester (100 mg) was dissolved in a 1:1 mixture of CH2Cl2 /TFA (10 mL). The mixture was stirred at rt for 30 min and the solvent was reduced in vacuo. The residue was recrystilized from acetone/hexane to provide the acid (80 mg, 80%) Starting materials: I.NCCCNC=1C(=NON1)C1=NOC(N1C1=CC(=CC=C1)C(F)(F)F)=O (3-{4-[(3-aminopropyl)amino]-1,2,5-oxadiazol-3-yl}-4-[3-(trifluoromethyl)phenyl]-1,2,4-oxadiazol-5(4H)-one hydroiodide), S(=O)(=O)(N)N (sulfamide). The solvent is N1=CC=CC=C1 (pyridine). Yields the product O=C1N(C(=NO1)C=1C(=NON1)NCCCNS(=O)(=O)N)C1=CC(=CC=C1)C(F)(F)F (N-{3-[(4-{5-oxo-4-[3-(trifluoromethyl)phenyl]-4,5-dihydro-1,2,4-oxadiazol-3-yl}-1,2,5-oxadiazol-3-yl)amino]propyl}sulfamide). RXN SMILES: I.[NH2:2][CH2:3][CH2:4][CH2:5][NH:6][C:7]1[C:8]([C:12]2[N:16]([C:17]3[CH:22]=[CH:21][CH:20]=[C:19]([C:23]([F:26])([F:25])[F:24])[CH:18]=3)[C:15](=[O:27])[O:14][N:13]=2)=[N:9][O:10][N:11]=1.[S:28](N)([NH2:31])(=[O:30])=[O:29]>N1C=CC=CC=1>[O:27]=[C:15]1[O:14][N:13]=[C:12]([C:8]2[C:7]([NH:6][CH2:5][CH2:4][CH2:3][NH:2][S:28]([NH2:31])(=[O:30])=[O:29])=[N:11][O:10][N:9]=2)[N:16]1[C:17]1[CH:22]=[CH:21][CH:20]=[C:19]([C:23]([F:26])([F:25])[F:24])[CH:18]=1 |f:0.1|. Procedure: A solution of 3-{4-[(3-aminopropyl)amino]-1,2,5-oxadiazol-3-yl}-4-[3-(trifluoromethyl)phenyl]-1,2,4-oxadiazol-5(4H)-one hydroiodide (1.5 g, 3.0 mmol) and sulfamide (1.7 g, 18 mmol) in pyridine (60 mL) was heated in a microwave at 130° C. for 10 min. The reaction mixture was concentrated to give the crude intermediate N-{3-[(4-{5-oxo-4-[3-(trifluoromethyl)phenyl]-4,5-dihydro-1,2,4-oxadiazol-3-yl}-1,2,5-oxadiazol-3-yl)amino]propyl}sulfamide. A solution of the crude intermediate in methanol (90 mL)...